From a dataset of the Open Reaction Database (ORD), a public repository of structured organic reaction records. describe an organic reaction: reactants, conditions, products, and yield Reactants: BrCC1CCOCC1, O=C([O-])[O-], CCCCNc1nc(N)c2nc(OC)[nH]c2n1, CN(C)C=O, CCOC(C)=O, O=C(O)C(F)(F)F, [K+], [K+]. Yields the product CCCCNc1nc(N)c2nc(OC)n(CC3CCOCC3)c2n1. Reaction SMILES: [Br:31][CH2:32][CH:33]1[CH2:34][CH2:35][O:36][CH2:37][CH2:38]1.[C:25](=[O:26])([O-:27])[O-:28].[CH2:8]([CH2:9][CH2:10][CH3:11])[NH:12][c:13]1[n:14][c:15]([NH2:24])[c:16]2[n:17][c:18]([O:22][CH3:23])[nH:19][c:20]2[n:21]1.[CH3:39][N:40]([CH3:41])[CH:42]=[O:43].[CH3:44][CH2:45][O:46][C:47](=[O:48])[CH3:49].[F:1][C:2]([F:3])([F:4])[C:5]([OH:6])=[O:7].[K+:29].[K+:30]>>[CH2:8]([CH2:9][CH2:10][CH3:11])[NH:12][c:13]1[n:14][c:15]([NH2:24])[c:16]2[n:17][c:18]([O:22][CH3:23])[n:19]([CH2:32][CH:33]3[CH2:34][CH2:35][O:36][CH2:37][CH2:38]3)[c:20]2[n:21]1. Reactants: Br, CC(=O)O, COc1cc2oc(=O)c(-c3ccc(C(F)(F)F)cc3)c(Cc3ccc(OCCN4CCCC4)cc3)c2cc1C, [Na+], [OH-]. Product: Cc1cc2c(Cc3ccc(OCCN4CCCC4)cc3)c(-c3ccc(C(F)(F)F)cc3)c(=O)oc2cc1O. RXN SMILES: [BrH:40].[C:43]([OH:44])(=[O:45])[CH3:46].[CH3:1][O:2][c:3]1[c:4]([CH3:39])[cH:5][c:6]2[c:7]([CH2:24][c:25]3[cH:26][cH:27][c:28]([O:31][CH2:32][CH2:33][N:34]4[CH2:35][CH2:36][CH2:37][CH2:38]4)[cH:29][cH:30]3)[c:8](-[c:14]3[cH:15][cH:16][c:17]([C:20]([F:21])([F:22])[F:23])[cH:18][cH:19]3)[c:9](=[O:13])[o:10][c:11]2[cH:12]1.[Na+:42].[OH-:41]>>[OH:2][c:3]1[c:4]([CH3:39])[cH:5][c:6]2[c:7]([CH2:24][c:25]3[cH:26][cH:27][c:28]([O:31][CH2:32][CH2:33][N:34]4[CH2:35][CH2:36][CH2:37][CH2:38]4)[cH:29][cH:30]3)[c:8](-[c:14]3[cH:15][cH:16][c:17]([C:20]([F:21])([F:22])[F:23])[cH:18][cH:19]3)[c:9](=[O:13])[o:10][c:11]2[cH:12]1. Starting materials: N[C@@H]1[C@@H]2N(C(=C(CS2)CC)C(=O)[O-])C1=O (cis 7-amino-3-ethyl-3-cepheme-4-carboxylate), C(C(O)C(O)C(=O)O)(=O)O (tartaric acid), CO (methanol). Reaction conditions: temperature 60 celsius, time 10 minute. Product: N[C@@H]1[C@@H]2N(C(=C(CS2)CC)C(=O)OC(C)(C)C)C1=O (tert.-butyl cis 7-amino-3-ethyl-3-cepheme-4-carboxylate). As a reaction SMILES: [NH2:1][C@H:2]1[C:14](=[O:15])[N:4]2[C:5]([C:11]([O-:13])=[O:12])=[C:6]([CH2:9][CH3:10])[CH2:7][S:8][C@H:3]12.C(O)(=O)[CH:17]([CH:19]([C:21](O)=O)O)O.[CH3:26]O>>[NH2:1][C@H:2]1[C:14](=[O:15])[N:4]2[C:5]([C:11]([O:13][C:19]([CH3:17])([CH3:21])[CH3:26])=[O:12])=[C:6]([CH2:9][CH3:10])[CH2:7][S:8][C@H:3]12. Reported procedure: A mixture of 2.84 g of tert.-butyl DL cis 7-amino-3-ethyl-3-cepheme-4-carboxylate, 1.65 g of D(-) tartaric acid and 8 ml of methanol was heated to 60°C and the temperature was returned to room temperature and held at 18°C for 10 minutes. The mixture was vacuum filtered and the precipitate was washed with a 1-1 methanol-ether mixture and then with ether and dried. The residue was then dissolved in 25ml of aqueous 10% sodium bicarbonate and 15 ml of methylene chloride and the organic phase was dec... Reactants: [BH4-], C1CCOC1, CCO, CC(C)Oc1ccc(-c2nc(-c3cccc4c(CC=O)cn(C)c34)no2)cc1Cl, [Na+]. The product is CC(C)Oc1ccc(-c2nc(-c3cccc4c(CCO)cn(C)c34)no2)cc1Cl. Reaction SMILES: [BH4-:30].[CH2:32]1[O:33][CH2:34][CH2:35][CH2:36]1.[CH3:37][CH2:38][OH:39].[Cl:1][c:2]1[cH:3][c:4](-[c:12]2[n:13][c:14](-[c:17]3[cH:18][cH:19][cH:20][c:21]4[c:22]([CH2:27][CH:28]=[O:29])[cH:23][n:24]([CH3:26])[c:25]34)[n:15][o:16]2)[cH:5][cH:6][c:7]1[O:8][CH:9]([CH3:10])[CH3:11].[Na+:31]>>[Cl:1][c:2]1[cH:3][c:4](-[c:12]2[n:13][c:14](-[c:17]3[cH:18][cH:19][cH:20][c:21]4[c:22]([CH2:27][CH2:28][OH:29])[cH:23][n:24]([CH3:26])[c:25]34)[n:15][o:16]2)[cH:5][cH:6][c:7]1[O:8][CH:9]([CH3:10])[CH3:11]. Procedure: To a solution of Boc-ValCH2F (0.48 g, 2.06 mmol) in ether (10 mL) was added a saturated solution of HCl in ether (25 mL). The mixture was stirred for 30 minutes at room temperature. The solvent was evaporated under reduced pressure at room temperature. The residue was quickly triturated with ether (2×30 mL) and then was pumped dry, giving 0.24 g of ValCH2F hydrochloride. Boc-Ala-Ala-ProOH (Enzyme Systems Products, 0.503 g, 1.41 mmol) was dissolved in THF (5 mL) and was cooled to -20° C. NMM (0.1... Starting materials: N[C@@H](C(C)C)C(=O)CF.Cl (ValCH2F hydrochloride), N([C@@H](C)C(=O)N[C@@H](C)C(=O)N1[C@H](C(=O)O)CCC1)C(=O)OC(C)(C)C (Boc-Ala-Ala-ProOH), CN1CCOCC1 (NMM), CN1CCOCC1 (NMM), Cl (HCl). Solvent: CN(C)C=O (DMF), C1CCOC1 (THF). The product is N([C@@H](C(C)C)C(=O)CF)C(=O)OC(C)(C)C (Boc-ValCH2F), N([C@@H](C)C(=O)N[C@@H](C)C(=O)N1[C@H](C(=O)N[C@@H](C(C)C)C(=O)CF)CCC1)C(=O)OC(C)(C)C (Boc-Ala-Ala-Pro-ValCH2F). RXN SMILES: [NH:1]([C:19]([O:21][C:22]([CH3:25])([CH3:24])[CH3:23])=[O:20])[C@H:2]([C:4]([NH:6][C@H:7]([C:9]([N:11]1[CH2:18][CH2:17][CH2:16][C@H:12]1[C:13]([OH:15])=O)=[O:10])[CH3:8])=[O:5])[CH3:3].CN1CCOCC1.[NH2:33][C@H:34]([C:38]([CH2:40][F:41])=[O:39])[CH:35]([CH3:37])[CH3:36].Cl.Cl>C1COCC1.CN(C=O)C>[NH:33]([C:19]([O:21][C:22]([CH3:25])([CH3:24])[CH3:23])=[O:20])[C@H:34]([C:38]([CH2:40][F:41])=[O:39])[CH:35]([CH3:37])[CH3:36].[NH:1]([C:19]([O:21][C:22]([CH3:25])([CH3:24])[CH3:23])=[O:20])[C@H:2]([C:4]([NH:6][C@H:7]([C:9]([N:11]1[CH2:18][CH2:17][CH2:16][C@H:12]1[C:13]([NH:33][C@H:34]([C:38]([CH2:40][F:41])=[O:39])[CH:35]([CH3:37])[CH3:36])=[O:15])=[O:10])[CH3:8])=[O:5])[CH3:3] |f:2.3|. Conditions: temperature -20 celsius, time 5 minute. Reactants: N#Cc1c(F)cccc1C(=O)c1ccc(F)c(Br)c1, O=C([O-])O, C1CCOC1, CC(C)(C)S(N)=O, CO, CC[O-], CC[O-], CC[O-], CC[O-], [Na+], [Ti+4]. Product: CC(C)(C)S(=O)N=C(c1ccc(F)c(Br)c1)c1cccc(F)c1C#N. Reaction SMILES: [Br:1][c:2]1[cH:3][c:4]([C:5](=[O:6])[c:7]2[c:8]([C:9]#[N:10])[c:11]([F:15])[cH:12][cH:13][cH:14]2)[cH:16][cH:17][c:18]1[F:19].[C:29](=[O:30])([OH:31])[O-:32].[CH2:34]1[O:35][CH2:36][CH2:37][CH2:38]1.[CH3:20][C:21]([CH3:22])([CH3:23])[S:24](=[O:25])[NH2:26].[CH3:27][OH:28].[CH3:39][CH2:40][O-:41].[CH3:43][CH2:44][O-:45].[CH3:46][CH2:47][O-:48].[CH3:49][CH2:50][O-:51].[Na+:33].[Ti+4:42]>>[Br:1][c:2]1[cH:3][c:4]([C:5]([c:7]2[c:8]([C:9]#[N:10])[c:11]([F:15])[cH:12][cH:13][cH:14]2)=[N:26][S:24]([C:21]([CH3:20])([CH3:22])[CH3:23])=[O:25])[cH:16][cH:17][c:18]1[F:19]. Starting materials: C(=O)(O)[O-].[Na+] (NaHCO3), CN(CCOCCO)C (2-[2-(dimethylamino)-ethoxy]ethanol), [Cl-].C(C)OC(\C=C\C(=O)O)=O (fumaric acid monoethylester monochloride). The product is C(C)OC(C=CC(=O)OCCOCCN(C)C)=O (But-2-enedioic acid 2-(2-dimethylamino-ethoxy)-ethyl ester ethyl ester). Reagents/catalysts: CN(C1=CC=NC=C1)C (4-dimethylaminopyridine). Procedure: To the solution of 2-[2-(dimethylamino)-ethoxy]ethanol (13.35 g, 100 mmol, 1.9 equiv.) and 4-dimethylaminopyridine (50 mg) in toluene (80 ml) is added a solution of fumaric acid monoethylester monochloride (8.50 g, 52 mmol, 1.0 equiv.) in toluene (20 ml) at 23° C. over 25 min. The temperature rises to 34° C. and an orange suspension is formed. After 5 h stirring at room temperature, the mixture is poured on ice-cooled saturated aqueous NaHCO3 solution and the product is extracted with ethyl acet... RXN SMILES: [CH3:1][N:2]([CH3:9])[CH2:3][CH2:4][O:5][CH2:6][CH2:7][OH:8].[Cl-].[CH2:11]([O:13][C:14](=[O:20])/[CH:15]=[CH:16]/[C:17](O)=[O:18])[CH3:12].C([O-])(O)=O.[Na+]>CN(C)C1C=CN=CC=1.C1(C)C=CC=CC=1>[CH2:11]([O:13][C:14](=[O:20])[CH:15]=[CH:16][C:17]([O:8][CH2:7][CH2:6][O:5][CH2:4][CH2:3][N:2]([CH3:9])[CH3:1])=[O:18])[CH3:12] |f:1.2,3.4|. The yield is 49.8%. Conditions: time 5 hour. The solvent is C1(=CC=CC=C1)C (toluene), C1(=CC=CC=C1)C (toluene). Starting materials: CC(=O)OCc1nc2ccc(Oc3cc(C)c(OC(C)=O)c(C)c3C)nc2n1C, C[O-], CO, [Na+], O. The product is CC(=O)Oc1c(C)cc(Oc2ccc3nc(CO)n(C)c3n2)c(C)c1C. Reaction SMILES: [C:1](=[O:2])([CH3:3])[O:4][CH2:5][c:6]1[n:7][c:8]2[c:9]([n:10][c:11]([O:14][c:15]3[c:16]([CH3:27])[c:17]([CH3:26])[c:18]([O:22][C:23]([CH3:24])=[O:25])[c:19]([CH3:21])[cH:20]3)[cH:12][cH:13]2)[n:28]1[CH3:29].[CH3:30][O-:31].[CH3:34][OH:35].[Na+:32].[OH2:33]>>[OH:4][CH2:5][c:6]1[n:7][c:8]2[c:9]([n:10][c:11]([O:14][c:15]3[c:16]([CH3:27])[c:17]([CH3:26])[c:18]([O:22][C:23]([CH3:24])=[O:25])[c:19]([CH3:21])[cH:20]3)[cH:12][cH:13]2)[n:28]1[CH3:29]. Starting materials: Cl.Cl.CN1C2(CNC2)CCC1 (5-methyl-2,5-diazaspiro[3.4]octane dihydrochloride salt), Cl.Cl.CN1C2(CNC2)CCC1 (5-methyl-2,5-diazaspiro[3.4]octane dihydrochloride salt), FC1=CC(=C(C=C1[N+](=O)[O-])NC1=NC=CC(=N1)C=1C=NN2C1C=CC=C2)OC (N-(4-fluoro-2-methoxy-5-nitrophenyl)-4-pyrazolo[1,5-a]pyridin-3-ylpyrimidin-2-amine), FC1=CC(=C(C=C1[N+](=O)[O-])NC1=NC=CC(=N1)C=1C=NN2C1C=CC=C2)OC (N-(4-fluoro-2-methoxy-5-nitrophenyl)-4-pyrazolo[1,5-a]pyridin-3-ylpyrimidin-2-amine), CCN(C(C)C)C(C)C (DIPEA). Run in CC(=O)N(C)C (DMA). Run at temperature 100 celsius. Yields the product COC1=C(C=C(C(=C1)N1CC2(C1)CCCN2C)[N+](=O)[O-])NC2=NC=CC(=N2)C=2C=NN1C2C=CC=C1 (N-[2-Methoxy-4-(8-methyl-2,8-diazaspiro[3.4]octan-2-yl)-5-nitrophenyl]-4-pyrazolo[1,5-a]pyridin-3-ylpyrimidin-2-amine). Isolated yield 83.3%. Reaction SMILES: Cl.Cl.[CH3:3][N:4]1[CH2:11][CH2:10][CH2:9][C:5]21[CH2:8][NH:7][CH2:6]2.F[C:13]1[C:18]([N+:19]([O-:21])=[O:20])=[CH:17][C:16]([NH:22][C:23]2[N:28]=[C:27]([C:29]3[CH:30]=[N:31][N:32]4[CH:37]=[CH:36][CH:35]=[CH:34][C:33]=34)[CH:26]=[CH:25][N:24]=2)=[C:15]([O:38][CH3:39])[CH:14]=1.CCN(C(C)C)C(C)C>CC(N(C)C)=O>[CH3:39][O:38][C:15]1[CH:14]=[C:13]([N:7]2[CH2:8][C:5]3([N:4]([CH3:3])[CH2:11][CH2:10][CH2:9]3)[CH2:6]2)[C:18]([N+:19]([O-:21])=[O:20])=[CH:17][C:16]=1[NH:22][C:23]1[N:28]=[C:27]([C:29]2[CH:30]=[N:31][N:32]3[CH:37]=[CH:36][CH:35]=[CH:34][C:33]=23)[CH:26]=[CH:25][N:24]=1 |f:0.1.2|. Procedure details: 8-Methyl-2,8-diazaspiro[3.4]octane (Intermediate 47, 133 mg, 0.88 mmol) was added to a suspension of N-(4-fluoro-2-methoxy-5-nitrophenyl)-4-(pyrazolo[1,5-a]pyridin-3-yl)-pyrimidin-2-amine (Intermediate 155, 280 mg, 0.74 mmol) and DIPEA (0.153 mL, 0.88 mmol) in DMA (3 mL) and the mixture was heated at 100° C. for 1 h. The mixture was then part-purified by ion exchange chromatography, using an SCX column, eluting with 7M methanolic ammonia. Clean fractions were combined and concentrated in vacuo. ...